Task: describe an organic reaction: reactants, conditions, products, and yield. Dataset: the Open Reaction Database (ORD), a public repository of structured organic reaction records Starting materials: S(=O)(=O)(C1=CC=C(C)C=C1)Cl (tosyl chloride), OCC1(NC(OC1)=O)C (4-(hydroxymethyl)-4-methyloxazolidin-2-one), O (Water). Solvent: N1=CC=CC=C1 (pyridine). Conditions: time 48 hour. Yields the product CC1=CC=C(C=C1)S(=O)(=O)OCC1(NC(OC1)=O)C ((4-methyl-2-oxooxazolidin-4-yl)methyl 4-methylbenzenesulfonate). Isolated yield 85.4%. As a reaction SMILES: [OH:1][CH2:2][C:3]1([CH3:9])[CH2:7][O:6][C:5](=[O:8])[NH:4]1.[S:10](Cl)([C:13]1[CH:19]=[CH:18][C:16]([CH3:17])=[CH:15][CH:14]=1)(=[O:12])=[O:11].O>N1C=CC=CC=1>[CH3:17][C:16]1[CH:18]=[CH:19][C:13]([S:10]([O:1][CH2:2][C:3]2([CH3:9])[CH2:7][O:6][C:5](=[O:8])[NH:4]2)(=[O:12])=[O:11])=[CH:14][CH:15]=1. Procedure: To a chilled (0° C.) solution of 4-(hydroxymethyl)-4-methyloxazolidin-2-one (629 mg, 4.8 mmol) in anhydrous pyridine (4 ml) was added in portions tosyl chloride (1.05 g, 5.5 mmol). The solution was allowed to warm to ambient temperature and stirred under nitrogen for 48 hours. Water (12 mL) was added dropwise to the reaction mixture, and the resulting suspension was stirred at ambient temperature for 5 hours. The solids were isolated, and dried under vacuum to afford (4-methyl-2-oxooxazolidin-4-... Starting materials: CC(C)C1=CC(=C(C(=C1)C(C)C)C2=C(C=CC=C2)P(C3CCCCC3)C4CCCCC4)C(C)C (X-phos), [OH-].[Na+] (sodium hydroxide), C(C)N1CCN(CC1)C1=CC=C(C=N1)N (6-(4-ethylpiperazin-1-yl)pyridin-3-amine), NC=1C2=C(N=C(N1)Cl)C(=CS2)C=2C=C(C(=O)NC)C=CC2 (3-(4-Amino-2-chlorothieno[3,2-d]pyrimidin-7-yl)-N-methylbenzamide). Reagents/catalysts: C=1C=CC(=CC1)/C=C/C(=O)/C=C/C2=CC=CC=C2.C=1C=CC(=CC1)/C=C/C(=O)/C=C/C2=CC=CC=C2.C=1C=CC(=CC1)/C=C/C(=O)/C=C/C2=CC=CC=C2.[Pd].[Pd] (Pd2(dba)3). Run in O1CCOCC1 (dioxane). Run at temperature 120 celsius, time 2 hour. Yields the product NC=1C2=C(N=C(N1)NC=1C=NC(=CC1)N1CCN(CC1)CC)C(=CS2)C=2C=C(C(=O)NC)C=CC2 (3-(4-amino-2-(6-(4-ethylpiperazin-1-yl)pyridin-3-ylamino)thieno[3,2-d]pyrimidin-7-yl)-N-methylbenzamide). Isolated yield 55.2%. RXN SMILES: [NH2:1][C:2]1[C:3]2[S:11][CH:10]=[C:9]([C:12]3[CH:13]=[C:14]([CH:19]=[CH:20][CH:21]=3)[C:15]([NH:17][CH3:18])=[O:16])[C:4]=2[N:5]=[C:6](Cl)[N:7]=1.[OH-].[Na+].[CH2:24]([N:26]1[CH2:31][CH2:30][N:29]([C:32]2[N:37]=[CH:36][C:35]([NH2:38])=[CH:34][CH:33]=2)[CH2:28][CH2:27]1)[CH3:25].CC(C1C=C(C(C)C)C(C2C=CC=CC=2P(C2CCCCC2)C2CCCCC2)=C(C(C)C)C=1)C>O1CCOCC1.C1C=CC(/C=C/C(/C=C/C2C=CC=CC=2)=O)=CC=1.C1C=CC(/C=C/C(/C=C/C2C=CC=CC=2)=O)=CC=1.C1C=CC(/C=C/C(/C=C/C2C=CC=CC=2)=O)=CC=1.[Pd].[Pd]>[NH2:1][C:2]1[C:3]2[S:11][CH:10]=[C:9]([C:12]3[CH:13]=[C:14]([CH:19]=[CH:20][CH:21]=3)[C:15]([NH:17][CH3:18])=[O:16])[C:4]=2[N:5]=[C:6]([NH:38][C:35]2[CH:36]=[N:37][C:32]([N:29]3[CH2:30][CH2:31][N:26]([CH2:24][CH3:25])[CH2:27][CH2:28]3)=[CH:33][CH:34]=2)[N:7]=1 |f:1.2,6.7.8.9.10|. Procedure: 3-(4-Amino-2-chlorothieno[3,2-d]pyrimidin-7-yl)-N-methylbenzamide (20 mg, 0.063 mmol) was dissolved in dioxane (1 mL) and then sodium hydroxide (13 mg, 0.31 mmol) and 6-(4-ethylpiperazin-1-yl)pyridin-3-amine (19 mg, 0.094 mmol) were added. After flowing nitrogen gas to the reaction mixture for 10 minutes, Pd2(dba)3 (4 mg, 0.004 mmol) and X-phos (1 mg, 0.12 mmol) were added. The reaction mixture was stirred at 120° C. for 2 hours and filtered with celite. The filtrate was diluted with ethyl aceta...